This data is from the Open Reaction Database (ORD), a public repository of structured organic reaction records. The task is: describe an organic reaction: reactants, conditions, products, and yield Starting materials: COC(=O)C=1C(=CC=CC1)C1=CC=C(C=C1)CNC1=NC(NC2=CC=CC=C12)=O (4'-[[(1,2-dihydro-2-oxo-4-quinazolinyl)amino]methyl][1,1'-biphenyl]-2-carboxylic acid methyl ester), [OH-].[Na+] (sodium hydroxide), Cl (HCl). Solvent: CO (methanol). The product is O=C1NC2=CC=CC=C2C(=N1)NCC1=CC=C(C=C1)C=1C(=CC=CC1)C(=O)O (4'-[[(1,2-dihydro-2-oxo-4-quinazolinyl)amino]methyl][1,1'-biphenyl]-2-carboxylic acid). Yield: 63.9%. RXN SMILES: C[O:2][C:3]([C:5]1[C:6]([C:11]2[CH:16]=[CH:15][C:14]([CH2:17][NH:18][C:19]3[C:28]4[C:23](=[CH:24][CH:25]=[CH:26][CH:27]=4)[NH:22][C:21](=[O:29])[N:20]=3)=[CH:13][CH:12]=2)=[CH:7][CH:8]=[CH:9][CH:10]=1)=[O:4].[OH-].[Na+].Cl>CO>[O:29]=[C:21]1[N:20]=[C:19]([NH:18][CH2:17][C:14]2[CH:15]=[CH:16][C:11]([C:6]3[C:5]([C:3]([OH:4])=[O:2])=[CH:10][CH:9]=[CH:8][CH:7]=3)=[CH:12][CH:13]=2)[C:28]2[C:23](=[CH:24][CH:25]=[CH:26][CH:27]=2)[NH:22]1 |f:1.2|. Procedure details: To a solution of 0.26 g of 4'-[[(1,2-dihydro-2-oxo-4-quinazolinyl)amino]methyl][1,1'-biphenyl]-2-carboxylic acid methyl ester in 5.0 mL of methanol was added 15 mL of 0.1N aqueous sodium hydroxide. The solution was warmed to ~90° C. for 3 days. After cooling to room temperature the solution was neutralized with 0.1N HCl and the resulting precipitate was filtered off and washed with water. After drying, the solid was purified on silica gel chromatography to yield 0.160 g (64%) of the desired prod... Reactants: [Al+3], O=C(Cl)c1ccccc1, CC(=O)NCCc1ccccc1, [Cl-], [Cl-], [Cl-], Cl, O=[N+]([O-])c1ccccc1. Product: CC(=O)NCCc1ccc(C(=O)c2ccccc2)cc1. RXN SMILES: [Al+3:25].[C:13]([c:14]1[cH:15][cH:16][cH:17][cH:18][cH:19]1)(=[O:20])[Cl:21].[CH3:1][C:2](=[O:3])[NH:4][CH2:5][CH2:6][c:7]1[cH:8][cH:9][cH:10][cH:11][cH:12]1.[Cl-:22].[Cl-:23].[Cl-:24].[ClH:26].[O-:27][N+:28]([c:29]1[cH:30][cH:31][cH:32][cH:33][cH:34]1)=[O:35]>>[CH3:1][C:2](=[O:3])[NH:4][CH2:5][CH2:6][c:7]1[cH:8][cH:9][c:10]([C:13]([c:14]2[cH:15][cH:16][cH:17][cH:18][cH:19]2)=[O:20])[cH:11][cH:12]1. The reactants are O1N=CCC1 (isoxazoline), FC(C(=O)OC)(C(C(C(C(C(C(F)(F)F)(F)F)(F)F)(F)F)(F)F)(F)F)F (methyl perfluorocaprylate), FC(C(C(C(C(C(C(F)(F)F)(F)F)(F)F)(F)F)(F)F)(F)F)(F)C(=O)C (methyl perfluoroheptyl ketone), ester, perfluorinated carboxylic acid. The solvent is CC(=O)C (methyl ketone). Product: FC(C(C(C(C(C(C(F)(F)F)(F)F)(F)F)(F)F)(F)F)(F)F)(C(CC(=O)C(C(C(C(C(C(C(F)(F)F)(F)F)(F)F)(F)F)(F)F)(F)F)(F)F)=O)F (1,3-di(perfluoroheptyl)-1,3-propanedione). Reaction SMILES: O1CCC=N1.[F:6][C:7]([F:31])([C:12]([F:30])([F:29])[C:13]([F:28])([F:27])[C:14]([F:26])([F:25])[C:15]([F:24])([F:23])[C:16]([F:22])([F:21])[C:17]([F:20])([F:19])[F:18])[C:8](OC)=[O:9].[F:32][C:33]([C:54]([CH3:56])=[O:55])([F:53])[C:34]([F:52])([F:51])[C:35]([F:50])([F:49])[C:36]([F:48])([F:47])[C:37]([F:46])([F:45])[C:38]([F:44])([F:43])[C:39]([F:42])([F:41])[F:40]>CC(C)=O>[F:32][C:33]([F:53])([C:54](=[O:55])[CH2:56][C:8]([C:7]([F:6])([F:31])[C:12]([F:29])([F:30])[C:13]([F:27])([F:28])[C:14]([F:25])([F:26])[C:15]([F:23])([F:24])[C:16]([F:22])([F:21])[C:17]([F:20])([F:19])[F:18])=[O:9])[C:34]([F:51])([F:52])[C:35]([F:49])([F:50])[C:36]([F:47])([F:48])[C:37]([F:46])([F:45])[C:38]([F:44])([F:43])[C:39]([F:42])([F:41])[F:40]. Procedure: The beta-diketones which are used in carrying out this invention can be prepared by perfluoroacylation of appropriate ketones by esters or acid chlorides of perfluorocarboxylic acids, as in the reaction of methyl perfluorocaprylate with methyl tertiary butyl ketone to make 1-perfluoroheptyl-3 tertiary butyl-1,3 propanedione. Or a methyl perfluoroalkyl ketone can be acylated by an appropriate carboxylic derivative, as in the reaction of methyl phenylacetate with methyl perfluoropentyl ketone to g... Product: C(=O)C=1C=C(C=CC1)NC(C)=O (N-(3-formylphenyl)acetamide). Starting materials: OCC=1C=C(C=CC1)NC(C)=O (N-(3-hydroxymethylphenyl)acetamide), [Cr](=O)(=O)([O-])Cl.[NH+]1=CC=CC=C1 (pyridinium chlorochromate), CN(C=O)C (N,N-dimethylformamide). Reaction SMILES: [OH:1][CH2:2][C:3]1[CH:4]=[C:5]([NH:9][C:10](=[O:12])[CH3:11])[CH:6]=[CH:7][CH:8]=1.[Cr](Cl)([O-])(=O)=O.[NH+]1C=CC=CC=1.CN(C)C=O>ClCCl>[CH:2]([C:3]1[CH:4]=[C:5]([NH:9][C:10](=[O:12])[CH3:11])[CH:6]=[CH:7][CH:8]=1)=[O:1] |f:1.2|. Run at time 24 hour. The solvent is ClCCl (dichloromethane). Reported procedure: A mixture of N-(3-hydroxymethylphenyl)acetamide (165 mg, 1.0 mmol), celite (165 mg), pyridinium chlorochromate (645 mg, 3.0 mmol), N,N-dimethylformamide (1.0 mL) and dichloromethane (25 mL) was stirred at room temperature for 24 h. The reaction mixture was filtered and concentrated in vacuo. The resulting residue was dissolved in dichloromethane (40 mL) and washed with aqueous sodium bicarbonate solution (2×30 mL). The organic layer was concentrated and the product purified by chromatography ove... The yield is 79.7%. The reactants are C(=O)(ON1C(CCC1=O)=O)ON1C(CCC1=O)=O (1,1′-[carbonylbis(oxy)]dipyrrolidine-2,5-dione), TEA, FC(CO)F (2,2-difluoroethanol), C([O-])([O-])=O (carbonate), C(#N)CC1(C(CNCC1)F)N1N=C(C(=C1)C(=O)N)NC1=CC(=NC=C1)F (1-(4-(Cyanomethyl)-3-fluoropiperidin-4-yl)-3-((2-fluoropyridin-4-yl)amino)-1H-pyrazole-4-carboxamide). Run in CC#N (MeCN), CC#N (MeCN), CS(=O)C (DMSO). Conditions: time 2 hour. The product is C(=O)(C(F)(F)F)O (TFA), C(N)(=O)C=1C(=NN(C1)C1(C(CN(CC1)C(=O)OCC(F)F)F)CC#N)NC1=CC(=NC=C1)F (2,2-Difluoroethyl 4-(4-carbamoyl-3-((2-fluoropyridin-4-yl)amino)-1H-pyrazol-1-yl)-4-(cyanomethyl)-3-fluoropiperidine-1-carboxylate). As a reaction SMILES: [C:1](ON1C(=O)CCC1=O)(ON1C(=O)CCC1=O)=[O:2].[F:19][CH:20]([F:23])[CH2:21][OH:22].[C:24]([CH2:26][C:27]1([N:34]2[CH:38]=[C:37]([C:39]([NH2:41])=[O:40])[C:36]([NH:42][C:43]3[CH:48]=[CH:47][N:46]=[C:45]([F:49])[CH:44]=3)=[N:35]2)[CH2:32][CH2:31][NH:30][CH2:29][CH:28]1[F:33])#[N:25].[C:50](=[O:53])([O-])[O-:51]>CC#N.CS(C)=O>[C:50]([OH:51])([C:20]([F:23])([F:33])[F:19])=[O:53].[C:39]([C:37]1[C:36]([NH:42][C:43]2[CH:48]=[CH:47][N:46]=[C:45]([F:49])[CH:44]=2)=[N:35][N:34]([C:27]2([CH2:26][C:24]#[N:25])[CH2:32][CH2:31][N:30]([C:1]([O:22][CH2:21][CH:20]([F:23])[F:19])=[O:2])[CH2:29][CH:28]2[F:33])[CH:38]=1)(=[O:40])[NH2:41]. Procedure details: To a solution of 1,1′-[carbonylbis(oxy)]dipyrrolidine-2,5-dione (51 mg, 0.20 mmol) in MeCN (0.5 mL) were added TEA (0.093 mL, 0.66 mmol) and 2,2-difluoroethanol (16 mg, 0.20 mmol). The resulting mixture was stirred for 2 hours at ambient temperature. 1-(4-(Cyanomethyl)-3-fluoropiperidin-4-yl)-3-((2-fluoropyridin-4-yl)amino)-1H-pyrazole-4-carboxamide (60 mg, 0.17 mmol) dissolved in DMSO (0.3 mL) and MeCN (0.5 mL) was added to the mixed carbonate solution and heated to 65° C. for 16 hours. The mix... The reactants are O1C=CC=C1 (furan), C(=O)(N)N (ureum), C(C1=CC=CO1)N=C=O (furfuryl isocyanate), ε-amine, N([C@@H](CCCCN)C(=O)O)C(=O)OCC1C2=CC=CC=C2C2=CC=CC=C12 (Fmoc-Lys-OH). Yields the product C1=CC=CC=2C3=CC=CC=C3C(C12)COC(=O)NC(C(=O)O)CCCCNC(=O)NCC=1OC=CC1 (2-((((9H-fluoren-9-yl)methoxy)carbonyl)amino)-6-(3-(furan-2-ylmethyl)ureido)hexanoic acid). Reaction SMILES: O1C=CC=C1.[NH:6]([C:16]([O:18][CH2:19][CH:20]1[C:32]2[C:27](=[CH:28][CH:29]=[CH:30][CH:31]=2)[C:26]2[C:21]1=[CH:22][CH:23]=[CH:24][CH:25]=2)=[O:17])[C@H:7]([C:13]([OH:15])=[O:14])[CH2:8][CH2:9][CH2:10][CH2:11][NH2:12].C(N)(N)=O.[CH2:37]([N:43]=[C:44]=[O:45])[C:38]1[O:42][CH:41]=[CH:40][CH:39]=1>>[CH:22]1[C:21]2[CH:20]([CH2:19][O:18][C:16]([NH:6][CH:7]([CH2:8][CH2:9][CH2:10][CH2:11][NH:12][C:44]([NH:43][CH2:37][C:38]3[O:42][CH:41]=[CH:40][CH:39]=3)=[O:45])[C:13]([OH:15])=[O:14])=[O:17])[C:32]3[C:27](=[CH:28][CH:29]=[CH:30][CH:31]=3)[C:26]=2[CH:25]=[CH:24][CH:23]=1. Procedure: After Boc deprotection of the Fmoc-Lys(Boc)-OH, Fmoc-Lys-OH was obtained (FIG. 23, (1)). The furan moiety was coupled to the ε-amine of Fmoc-Lys-OH by ureum formation with furfuryl isocyanate to obtain 2-((((9H-fluoren-9-yl)methoxy)carbonyl)amino)-6-(3-(furan-2-ylmethyl)ureido)hexanoic acid (FIG. 23, (2)), or by amide formation with pentafluorophenyl-furan-2-carboxylate (FIG. 23, (4)) to obtain 2-((((9H-fluoren-9-yl)methoxy)carbonyl)amino)-6-(furan-2-carboxamido)hexanoic acid (FIG. 23, (5)). The... Reactants: C(CCC)(=O)C1=CC=2CC3=CC=CC=C3C2C=C1 (2-butyrylfluorene), [OH-].[K+] (potassium hydroxide), O.NN (hydrazine hydrate). As a reaction SMILES: [C:1]([C:6]1[CH:18]=[CH:17][C:16]2[C:15]3[C:10](=[CH:11][CH:12]=[CH:13][CH:14]=3)[CH2:9][C:8]=2[CH:7]=1)(=O)[CH2:2][CH2:3][CH3:4].[OH-].[K+].O.NN>C(O)CO>[CH2:1]([C:6]1[CH:18]=[CH:17][C:16]2[C:15]3[C:10](=[CH:11][CH:12]=[CH:13][CH:14]=3)[CH2:9][C:8]=2[CH:7]=1)[CH2:2][CH2:3][CH3:4] |f:1.2,3.4|. Solvent: C(CO)O (ethylene glycol). Product: C(CCC)C1=CC=2CC3=CC=CC=C3C2C=C1 (2-butyfluorene). Procedure details: A mixture of 2-butyrylfluorene (11.3 g.), powdered potassium hydroxide (4.16 g.) and 100% hydrazine hydrate (9 ml.) in ethylene glycol (104 ml.) was refluxed for one hour with stirring. The mixture was then slowly distilled until the boiling-point reached 185° and then heated to reflux for 3 hours. The cooled mixture was treated with water (ca. 300 ml.) and the produce was isolated with ether in the usual manner. Recrystallisation from methanol gave 2-butyfluorene, m.p. 65°-66.5° . Reactants: O=C([O-])[O-], CN(C)C=O, N#Cc1cc([N+](=O)[O-])ccc1F, [K+], [K+], Nc1cccc(O)c1. Product: N#Cc1cc([N+](=O)[O-])ccc1Oc1cccc(N)c1. RXN SMILES: [C:21](=[O:22])([O-:23])[O-:24].[CH3:27][N:28]([CH3:29])[CH:30]=[O:31].[F:1][c:2]1[c:3]([C:4]#[N:5])[cH:6][c:7]([N+:10](=[O:11])[O-:12])[cH:8][cH:9]1.[K+:25].[K+:26].[NH2:13][c:14]1[cH:15][cH:16][cH:17][c:18]([OH:19])[cH:20]1>>[c:2]1([O:19][c:18]2[cH:17][cH:16][cH:15][c:14]([NH2:13])[cH:20]2)[c:3]([C:4]#[N:5])[cH:6][c:7]([N+:10](=[O:11])[O-:12])[cH:8][cH:9]1.